From a dataset of the Open Reaction Database (ORD), a public repository of structured organic reaction records. describe an organic reaction: reactants, conditions, products, and yield Starting materials: O1C(C1)COC1=CC=C(C(=O)N)C=C1 (4-Oxiranylmethoxy-benzamide), NC1CCN(CC1)C(=O)OC(C)(C)C (4-amino-1-N-boc-piperidine). The solvent is CN(C)C=O (DMF). Conditions: temperature 80 celsius, time 48 hour. The product is C(C)(C)(C)OC(=O)N1CCC(CC1)NCC(COC1=CC=C(C=C1)C(N)=O)O (4-[3-(4-carbamoyl-phenoxy)-2-hydroxy-propylamino]-piperidine-1-carboxylic acid tert-butyl ester). Yield: 40.1%. As a reaction SMILES: [O:1]1[CH2:3][CH:2]1[CH2:4][O:5][C:6]1[CH:14]=[CH:13][C:9]([C:10]([NH2:12])=[O:11])=[CH:8][CH:7]=1.[NH2:15][CH:16]1[CH2:21][CH2:20][N:19]([C:22]([O:24][C:25]([CH3:28])([CH3:27])[CH3:26])=[O:23])[CH2:18][CH2:17]1>CN(C=O)C>[C:25]([O:24][C:22]([N:19]1[CH2:20][CH2:21][CH:16]([NH:15][CH2:3][CH:2]([OH:1])[CH2:4][O:5][C:6]2[CH:14]=[CH:13][C:9]([C:10](=[O:11])[NH2:12])=[CH:8][CH:7]=2)[CH2:17][CH2:18]1)=[O:23])([CH3:28])([CH3:26])[CH3:27]. Reported procedure: 4-Oxiranylmethoxy-benzamide (76 mg, 0.393 mmol) was dissolved in 8 mL of dry DMF, followed by the addition of 4-amino-1-N-boc-piperidine (178 mg, 0.889 mmol). The reaction mixture was stirred at 80° C. for 48 h. The reaction mixture was concentrated and the residue was purified by flash chromatography eluting with 0-5% 2M NH3 in MeOH/CH2Cl2. The product fractions were collected and concentrated to afford 62 mg of 4-[3-(4-carbamoyl-phenoxy)-2-hydroxy-propylamino]-piperidine-1-carboxylic acid tert... Reactants: Cl.COC=1C=C(C(=O)NCC2=CC(=CC=C2)C(NC2=CC=C3CCNCC3=C2)=O)C=CC1OC (3,4-Dimethoxy-N-[3-(1,2,3,4-tetrahydro-isoquinolin-7-ylcarbamoyl)-benzyl]-benzamide hydrochloride), [BH-](OC(=O)C)(OC(=O)C)OC(=O)C.[Na+] (NaBH(OAc)3), CC(=O)O (AcOH), C(C1=CC=CC=C1)=O (benzaldehyde). Solvent: C1CCOC1 (THF). Reaction conditions: time 1 hour. Yields the product C(C1=CC=CC=C1)N1CC2=CC(=CC=C2CC1)NC(=O)C=1C=C(CNC(C2=CC(=C(C=C2)OC)OC)=O)C=CC1 (N-[3-(2-Benzyl-1,2,3,4-tetrahydro-isoquinolin-7-ylcarbamoyl)-benzyl]-3,4-dimethoxy-benzamide). RXN SMILES: Cl.[CH3:2][O:3][C:4]1[CH:5]=[C:6]([CH:30]=[CH:31][C:32]=1[O:33][CH3:34])[C:7]([NH:9][CH2:10][C:11]1[CH:16]=[CH:15][CH:14]=[C:13]([C:17](=[O:29])[NH:18][C:19]2[CH:28]=[C:27]3[C:22]([CH2:23][CH2:24][NH:25][CH2:26]3)=[CH:21][CH:20]=2)[CH:12]=1)=[O:8].CC(O)=O.[CH:39](=O)[C:40]1[CH:45]=[CH:44][CH:43]=[CH:42][CH:41]=1.[BH-](OC(C)=O)(OC(C)=O)OC(C)=O.[Na+]>C1COCC1>[CH2:39]([N:25]1[CH2:24][CH2:23][C:22]2[C:27](=[CH:28][C:19]([NH:18][C:17]([C:13]3[CH:12]=[C:11]([CH:16]=[CH:15][CH:14]=3)[CH2:10][NH:9][C:7](=[O:8])[C:6]3[CH:30]=[CH:31][C:32]([O:33][CH3:34])=[C:4]([O:3][CH3:2])[CH:5]=3)=[O:29])=[CH:20][CH:21]=2)[CH2:26]1)[C:40]1[CH:45]=[CH:44][CH:43]=[CH:42][CH:41]=1 |f:0.1,4.5|. Procedure: Suspended 3,4-Dimethoxy-N-[3-(1,2,3,4-tetrahydro-isoquinolin-7-ylcarbamoyl)-benzyl]-benzamide hydrochloride (50.0 mg, 0.104 mmol) in 2 mL of THF. To this was added AcOH (0.06 mL, 1.0 mmol) and benzaldehyde (0.016 mL, 0.150 mmol). The mixture stirred for 1 h. To this was added NaBH(OAc)3 (63.3 mg, 0.300 mmol). The mixture stirred for 50 h. LC-MS analysis indicated the desired product. Concentrated the mixture to dryness. Redissolved in CH2Cl2/MeOH and applied to a SiO2 prep plate. Eluted with (10... The reactants are C(C1=CC=CC=C1)OC(=O)NCCCC[C@H](N[C@@H](CCC1=CC=CC=C1)C(=O)OCC1=CC=CC=C1)C(=O)N1[C@H](SC(=N1)C(C)(C)C)C(=O)OCC1=CC=CC=C1 (Benzyl 3-[N6 -benzyloxycarbonyl-N2 -(1-(S) -benzyloxycarbonyl-3-phenylpropyl)-L-lysyl]-5-t-butyl-2,3 -dihydro-1,3,4-thiadiazole-2-(R)-carboxylate), N1CCCC1 (pyrrolidine), 3A. Solvent: C(C)#N (acetonitrile). Run at time 24 hour. Product: C(C1=CC=CC=C1)OC(=O)NCCCC[C@H](N[C@@H](CCC1=CC=CC=C1)C(=O)OCC1=CC=CC=C1)C(=O)N1[C@@H](SC(=N1)C(C)(C)C)C(=O)OCC1=CC=CC=C1 (Benzyl 3-[N6 -benzyloxycarbonyl-N2 -(1-(S) -benzyloxycarbonyl-3-phenylpropyl)-L-lysyl]-5-t-butyl-2,3-dihydro-1,3,4-thiadiazole-2-(S)-carboxylate). RXN SMILES: [CH2:1]([O:8][C:9]([NH:11][CH2:12][CH2:13][CH2:14][CH2:15][C@@H:16]([C:37]([N:39]1[N:43]=[C:42]([C:44]([CH3:47])([CH3:46])[CH3:45])[S:41][C@@H:40]1[C:48]([O:50][CH2:51][C:52]1[CH:57]=[CH:56][CH:55]=[CH:54][CH:53]=1)=[O:49])=[O:38])[NH:17][C@H:18]([C:27]([O:29][CH2:30][C:31]1[CH:36]=[CH:35][CH:34]=[CH:33][CH:32]=1)=[O:28])[CH2:19][CH2:20][C:21]1[CH:26]=[CH:25][CH:24]=[CH:23][CH:22]=1)=[O:10])[C:2]1[CH:7]=[CH:6][CH:5]=[CH:4][CH:3]=1.N1CCCC1>C(#N)C>[CH2:1]([O:8][C:9]([NH:11][CH2:12][CH2:13][CH2:14][CH2:15][C@@H:16]([C:37]([N:39]1[N:43]=[C:42]([C:44]([CH3:47])([CH3:45])[CH3:46])[S:41][C@H:40]1[C:48]([O:50][CH2:51][C:52]1[CH:57]=[CH:56][CH:55]=[CH:54][CH:53]=1)=[O:49])=[O:38])[NH:17][C@H:18]([C:27]([O:29][CH2:30][C:31]1[CH:32]=[CH:33][CH:34]=[CH:35][CH:36]=1)=[O:28])[CH2:19][CH2:20][C:21]1[CH:26]=[CH:25][CH:24]=[CH:23][CH:22]=1)=[O:10])[C:2]1[CH:3]=[CH:4][CH:5]=[CH:6][CH:7]=1. Reported procedure: A solution of the product of step (c) (2.lg) and pyrrolidine (1.6ml) in dry acetonitrile (60ml) was treated with crushed 3A molecular sieves and the mixture stirred at room temperature for 24 hours under nitrogen. The volatile materials were removed by evaporation and the SSS isomer separated from the more polar SSR isomer by flash chromatography. The SSS sub-title product (0.47g) was isolated as a clear oil. Reactants: C(CC)C=1C=C2C=CC=NC2=C(C1)Br (6-propyl-8-bromoquinoline), [N+](=O)([O-])C=1C=C(C=CC1)B(O)O (3-nitrobenzene boronic acid). The product is C(CC)C=1C=C2C=CC=NC2=C(C1)C1=CC(=CC=C1)[N+](=O)[O-] (6-propyl-8-(3-nitrophenyl)quinoline). Reaction SMILES: [CH2:1]([C:4]1[CH:5]=[C:6]2[C:11](=[C:12](Br)[CH:13]=1)[N:10]=[CH:9][CH:8]=[CH:7]2)[CH2:2][CH3:3].[N+:15]([C:18]1[CH:19]=[C:20](B(O)O)[CH:21]=[CH:22][CH:23]=1)([O-:17])=[O:16]>>[CH2:1]([C:4]1[CH:5]=[C:6]2[C:11](=[C:12]([C:22]3[CH:21]=[CH:20][CH:19]=[C:18]([N+:15]([O-:17])=[O:16])[CH:23]=3)[CH:13]=1)[N:10]=[CH:9][CH:8]=[CH:7]2)[CH2:2][CH3:3]. Procedure: 6-propyl-8-bromoquinoline and 3-nitrobenzene boronic acid can be combined to form 6-propyl-8-(3-nitrophenyl)quinoline, Reactants: COC(=O)c1ccccc1OCCc1ccc(OCC(=O)OC(C)(C)C)cc1, ClCCl. Yields the product COC(=O)c1ccccc1OCCc1ccc(OCC(=O)O)cc1. Reaction SMILES: [C:1]([CH3:2])([CH3:3])([CH3:4])[O:5][C:6]([CH2:7][O:8][c:9]1[cH:10][cH:11][c:12]([CH2:15][CH2:16][O:17][c:18]2[c:19]([C:20](=[O:21])[O:22][CH3:23])[cH:24][cH:25][cH:26][cH:27]2)[cH:13][cH:14]1)=[O:28].[Cl:29][CH2:30][Cl:31]>>[O:5]=[C:6]([CH2:7][O:8][c:9]1[cH:10][cH:11][c:12]([CH2:15][CH2:16][O:17][c:18]2[c:19]([C:20](=[O:21])[O:22][CH3:23])[cH:24][cH:25][cH:26][cH:27]2)[cH:13][cH:14]1)[OH:28]. The reactants are Cc1ccccc1, CN(C)c1ccncc1, CCOC(=O)CC(=O)C(F)(F)F, Cc1nc(-c2cc(N)ccc2Cl)sc1C. Product: Cc1nc(-c2cc(NC(=O)CC(=O)C(F)(F)F)ccc2Cl)sc1C. Reaction SMILES: [CH3:28][c:29]1[cH:30][cH:31][cH:32][cH:33][cH:34]1.[CH3:35][N:36]([CH3:37])[c:38]1[cH:39][cH:40][n:41][cH:42][cH:43]1.[F:1][C:2]([C:3]([CH2:4][C:5]([O:7][CH2:6][CH3:8])=[O:9])=[O:10])([F:11])[F:12].[NH2:13][c:14]1[cH:15][cH:16][c:17]([Cl:27])[c:18](-[c:20]2[s:21][c:22]([CH3:26])[c:23]([CH3:25])[n:24]2)[cH:19]1>>[F:1][C:2]([C:3]([CH2:4][C:5](=[O:7])[NH:13][c:14]1[cH:15][cH:16][c:17]([Cl:27])[c:18](-[c:20]2[s:21][c:22]([CH3:26])[c:23]([CH3:25])[n:24]2)[cH:19]1)=[O:10])([F:11])[F:12]. Product: ClC=1C=CC2=C(NC(C(=C(C2=O)I)OC)=O)C1 (8-Chloro-4-iodo-3-methoxy-2,5-dioxo-2,5-dihydro-1H-benz[b]azepine). Reaction SMILES: [Cl:1][C:2]1[CH:3]=[CH:4][C:5]2[C:11](=[O:12])[CH:10]=[C:9]([O:13][CH3:14])[C:8](=[O:15])[NH:7][C:6]=2[CH:16]=1.C([O-])(=O)C.[Na+].[I:22]Cl>C(O)(=O)C>[Cl:1][C:2]1[CH:3]=[CH:4][C:5]2[C:11](=[O:12])[C:10]([I:22])=[C:9]([O:13][CH3:14])[C:8](=[O:15])[NH:7][C:6]=2[CH:16]=1 |f:1.2|. Run in C(C)(=O)O (acetic acid). Conditions: time 15 minute. Procedure details: To a suspension of 8-chloro-3-methoxy-2,5-dioxo-2,5-dihydro-1H-benz[b]azepine (3.00 g) in glacial acetic acid (250 mL) was added sodium acetate (2.07 g) followed by iodine monochloride (15.2 mL). The mixture was heated to reflux for 1.5 hours, was allowed to cool, and the acetic acid was evaporated from the reaction mixture. The solid residue was suspended in tetrahydrofuran and stirred for 15 minutes. The solution was filtered and the resulting filtrate evaporated. The yellowish solid was recry... Starting materials: C(C)(=O)[O-].[Na+] (sodium acetate), ClC=1C=CC2=C(NC(C(=CC2=O)OC)=O)C1 (8-chloro-3-methoxy-2,5-dioxo-2,5-dihydro-1H-benz[b]azepine), ICl (iodine monochloride). The reactants are C1(CCCCC1)CC1N(CCCC1)CCC1=C(NC2=CC=C(C=C12)OC)C (3-[2-(2-cyclohexylmethylpiperidino)ethyl]-5-methoxy-2-methylindole), [H-].[Na+] (sodium hydride), [Na] (sodium), C(C)(C)(C)C1=CC=C(C(=O)Cl)C=C1 (4-t-butylbenzoyl chloride). Solvent: CN(C)C=O (DMF). The product is C(C)(C)(C)C1=CC=C(C(=O)N2C(=C(C3=CC(=CC=C23)OC)CCN2C(CCCC2)CC2CCCCC2)C)C=C1 (1-(4-t-Butylbenzoyl)-3-[2-(2-cyclohexylmethylpiperidino)ethyl]-5-methoxy-2-methylindole). As a reaction SMILES: [CH:1]1([CH2:7][CH:8]2[CH2:13][CH2:12][CH2:11][CH2:10][N:9]2[CH2:14][CH2:15][C:16]2[C:24]3[C:19](=[CH:20][CH:21]=[C:22]([O:25][CH3:26])[CH:23]=3)[NH:18][C:17]=2[CH3:27])[CH2:6][CH2:5][CH2:4][CH2:3][CH2:2]1.[H-].[Na+].[Na].[C:31]([C:35]1[CH:43]=[CH:42][C:38]([C:39](Cl)=[O:40])=[CH:37][CH:36]=1)([CH3:34])([CH3:33])[CH3:32]>CN(C=O)C>[C:31]([C:35]1[CH:36]=[CH:37][C:38]([C:39]([N:18]2[C:19]3[C:24](=[CH:23][C:22]([O:25][CH3:26])=[CH:21][CH:20]=3)[C:16]([CH2:15][CH2:14][N:9]3[CH2:10][CH2:11][CH2:12][CH2:13][CH:8]3[CH2:7][CH:1]3[CH2:6][CH2:5][CH2:4][CH2:3][CH2:2]3)=[C:17]2[CH3:27])=[O:40])=[CH:42][CH:43]=1)([CH3:34])([CH3:32])[CH3:33] |f:1.2,^1:29|. Procedure: 1-(4-t-Butylbenzoyl)-3-[2-(2-cyclohexylmethylpiperidino)ethyl]-5-methoxy-2-methylindole is prepared by reaction of 3-[2-(2-cyclohexylmethylpiperidino)ethyl]-5-methoxy-2-methylindole with sodium hydride in DMF and reaction of the resulting sodium salt with 4-t-butylbenzoyl chloride following the procedure described above in Example 1.